describe an organic reaction: reactants, conditions, products, and yield From a dataset of the Open Reaction Database (ORD), a public repository of structured organic reaction records. The reactants are CCCCCOC(=O)C#CC1C(C(=O)O)C1(C)C, CCOC(C)=O, [OH-], [OH-], [Pd+2], c1ccc2ncccc2c1. The product is CCCCCOC(=O)C=CC1C(C(=O)O)C1(C)C. Reaction SMILES: [CH3:1][C:2]1([CH3:18])[CH:3]([C:15](=[O:16])[OH:17])[CH:4]1[C:5]#[C:6][C:7](=[O:8])[O:9][CH2:10][CH2:11][CH2:12][CH2:13][CH3:14].[CH3:29][CH2:30][O:31][C:32](=[O:33])[CH3:34].[OH-:35].[OH-:37].[Pd+2:36].[cH:19]1[cH:20][c:21]2[c:22]([n:23][cH:24][cH:25][cH:26]2)[cH:27][cH:28]1>>[CH3:1][C:2]1([CH3:18])[CH:3]([C:15](=[O:16])[OH:17])[CH:4]1[CH:5]=[CH:6][C:7](=[O:8])[O:9][CH2:10][CH2:11][CH2:12][CH2:13][CH3:14]. Reactants: C(#N)[BH3-].[Na+] (sodium cyanoborohydride), CC=1C=C(C=CC1C)C1=CC=C(O1)C=O (5-(3,4-Dimethylphenyl)-furan-2-carboxaldehyde), C1(=CC=CC=C1)N1CCNCC1 (N-phenylpiperazine), CO.Cl (MeOH HCl). Solvent: CO (methanol), CO (methanol). Conditions: time 2 hour. Yields the product CC=1C=C(C=CC1C)C1=CC=C(O1)CN1CCN(CC1)C1=CC=CC=C1 (1-[5-(3,4-Dimethylphenyl)-furan-2-ylmethyl]-4-phenylpiperazine). Procedure: 5-(3,4-Dimethylphenyl)-furan-2-carboxaldehyde (4.0g;0.02 mole), prepared by the method of C. S. Davis and G. S. Lougheed J.Het.Chem. 4,153, (1967), was added rapidly to a stirred solution of N-phenylpiperazine (3.2g; 0.02 mole) in methanol (30ml) adjusted to pH 7 (using MeOH/HCl). After 30 minutes a solution of sodium cyanoborohydride (0.48g; 0.0075 mole) in methanol (10ml) was added dropwise and the mixture stirred at room temperature for 2 hours. After removal of the methanol by evaporation, t... As a reaction SMILES: [CH3:1][C:2]1[CH:3]=[C:4]([C:9]2[O:13][C:12]([CH:14]=O)=[CH:11][CH:10]=2)[CH:5]=[CH:6][C:7]=1[CH3:8].[C:16]1([N:22]2[CH2:27][CH2:26][NH:25][CH2:24][CH2:23]2)[CH:21]=[CH:20][CH:19]=[CH:18][CH:17]=1.CO.Cl.C([BH3-])#N.[Na+]>CO>[CH3:1][C:2]1[CH:3]=[C:4]([C:9]2[O:13][C:12]([CH2:14][N:25]3[CH2:26][CH2:27][N:22]([C:16]4[CH:21]=[CH:20][CH:19]=[CH:18][CH:17]=4)[CH2:23][CH2:24]3)=[CH:11][CH:10]=2)[CH:5]=[CH:6][C:7]=1[CH3:8] |f:2.3,4.5|.